From a dataset of the Open Reaction Database (ORD), a public repository of structured organic reaction records. describe an organic reaction: reactants, conditions, products, and yield Starting materials: O=C([O-])[O-], CN(C)C=O, [Cl-], CC#CCOc1cc(Cl)ncn1, [K+], [K+], [NH4+], Oc1cccc(-c2ccccc2)c1. Product: CC#CCOc1cc(Oc2cccc(-c3ccccc3)c2)ncn1. Reaction SMILES: [C:13](=[O:14])([O-:15])[O-:16].[CH3:34][N:35]([CH3:36])[CH:37]=[O:38].[Cl-:32].[Cl:1][c:2]1[n:3][cH:4][n:5][c:6]([O:8][CH2:9][C:10]#[C:11][CH3:12])[cH:7]1.[K+:17].[K+:18].[NH4+:33].[c:19]1(-[c:25]2[cH:26][c:27]([OH:31])[cH:28][cH:29][cH:30]2)[cH:20][cH:21][cH:22][cH:23][cH:24]1>>[c:2]1([O:31][c:27]2[cH:26][c:25](-[c:19]3[cH:20][cH:21][cH:22][cH:23][cH:24]3)[cH:30][cH:29][cH:28]2)[n:3][cH:4][n:5][c:6]([O:8][CH2:9][C:10]#[C:11][CH3:12])[cH:7]1. Reactants: CCCCNc1nc(C)co1, CCCCCCN=C=O, c1ccccc1. The product is CCCCCCNC(=O)N(CCCC)c1nc(C)co1. Reaction SMILES: [CH2:1]([CH2:2][CH2:3][CH3:4])[NH:5][c:6]1[o:7][cH:8][c:9]([CH3:11])[n:10]1.[CH3:12][CH2:13][CH2:14][CH2:15][CH2:16][CH2:17][N:18]=[C:19]=[O:20].[cH:21]1[cH:22][cH:23][cH:24][cH:25][cH:26]1>>[CH2:1]([CH2:2][CH2:3][CH3:4])[N:5]([c:6]1[o:7][cH:8][c:9]([CH3:11])[n:10]1)[C:19]([NH:18][CH2:17][CH2:16][CH2:15][CH2:14][CH2:13][CH3:12])=[O:20]. Starting materials: CCO, Cc1cc(C)c(N=C=S)c(C)c1, Nc1cccc([N+](=O)[O-])c1O, [Na+], [Na+], O=C([O-])[O-]. Product: Cc1cc(C)c(NC(=S)Nc2cccc([N+](=O)[O-])c2O)c(C)c1. RXN SMILES: [CH3:30][CH2:31][OH:32].[N:18](=[C:19]=[S:20])[c:21]1[c:22]([CH3:29])[cH:23][c:24]([CH3:28])[cH:25][c:26]1[CH3:27].[NH2:1][c:2]1[c:3]([OH:11])[c:4]([N+:8](=[O:9])[O-:10])[cH:5][cH:6][cH:7]1.[Na+:12].[Na+:13].[O-:14][C:15](=[O:16])[O-:17]>>[NH:1]([c:2]1[c:3]([OH:11])[c:4]([N+:8](=[O:9])[O-:10])[cH:5][cH:6][cH:7]1)[C:19]([NH:18][c:21]1[c:22]([CH3:29])[cH:23][c:24]([CH3:28])[cH:25][c:26]1[CH3:27])=[S:20]. Reported procedure: These blends were then added at 1000 ppm to Profax 6501 polypropylene along with 500 ppm of a hindered phenol antioxidant, namely tetrakis[methylene(3,5-di-t-butylhydroxyhydrocinnamate)]methane (DOVERNOX 10); octadecyl 3,5-di-t-butyl-4-hydroxyhydrocinnamate (DOVERNOX 76); and 1,3,5-tris(3,5-di-t-butyl-4-hydroxylbenzyl)-1,3,5-triazine-2,4,6(1H, 3H,5H)-trione (DOVERNOX 3114), and 500 ppm calcium stearate. The polymer was then subjected to multiple pass extrusion as described in Example 1. A compar... Reaction SMILES: [C:1]1(O)[CH:6]=[CH:5][CH:4]=[CH:3][CH:2]=1.[C:8]([C:12]1C=C([CH:38]=[C:39]([C:42]([CH3:45])([CH3:44])[CH3:43])[C:40]=1O)CCC(OCCCCCCCCCCCCCCCCCC)=O)([CH3:11])([CH3:10])[CH3:9].C(C1C=C(C=C(C(C)(C)C)C=1O)CN1C(=O)N(CC2C=C(C(C)(C)C)C(O)=C(C(C)(C)C)C=2)C(=O)N(CC2C=C(C(C)(C)C)C(O)=C(C(C)(C)C)C=2)C1=O)(C)(C)C.[C:103]([O-:122])(=[O:121])[CH2:104][CH2:105][CH2:106]CCCCCCCCCCCCCC.[Ca+2].C([O-])(=O)CCCCCCCCCCCCCCCCC.CC1C(=O)NC(=O)N(/C=C/C=O)C=1>>[C:8]([C:12]1[CH:40]=[C:39]([C:42]([CH3:44])([CH3:45])[CH3:43])[C:38]2[O:122][C:103](=[O:121])[CH:104]([C:1]3[CH:6]=[CH:5][CH:4]=[CH:3][CH:2]=3)[C:105]=2[CH:106]=1)([CH3:9])([CH3:10])[CH3:11] |f:3.4.5|. Starting materials: C(C(C)[*:2])[*:1] (polypropylene), C1(=CC=CC=C1)O (phenol), tetrakis[methylene(3,5-di-t-butylhydroxyhydrocinnamate)]methane, C(C)(C)(C)C=1C=C(CCC(=O)OCCCCCCCCCCCCCCCCCC)C=C(C1O)C(C)(C)C (octadecyl 3,5-di-t-butyl-4-hydroxyhydrocinnamate), CC1=CN(C(=O)NC1=O)/C=C/C=O (TNPP), C(C)(C)(C)C=1C=C(CN2C(N(C(N(C2=O)CC2=CC(=C(C(=C2)C(C)(C)C)O)C(C)(C)C)=O)CC2=CC(=C(C(=C2)C(C)(C)C)O)C(C)(C)C)=O)C=C(C1O)C(C)(C)C (1,3,5-tris(3,5-di-t-butyl-4-hydroxylbenzyl)-1,3,5-triazine-2,4,6(1H, 3H,5H)-trione), C(CCCCCCCCCCCCCCCCC)(=O)[O-].[Ca+2].C(CCCCCCCCCCCCCCCCC)(=O)[O-] (calcium stearate). The product is C(C)(C)(C)C=1C=C(C2=C(C(C(O2)=O)C2=CC=CC=C2)C1)C(C)(C)C (5,7-di-t-butyl 3-phenyl-3H-benzofuran-2-one).